The task is: describe an organic reaction: reactants, conditions, products, and yield. This data is from the Open Reaction Database (ORD), a public repository of structured organic reaction records. Starting materials: [N+](=O)([O-])C=1C=C(C=O)C=C(C1O)[N+](=O)[O-] (3,5-dinitro-4-hydroxybenzaldehyde), CC(CC(C)=O)=O (2,4-pentanedione). Procedure: The procedure described in Example 1 was repeated by using 2.12 g of 3,5-dinitro-4-hydroxybenzaldehyde and 1.5 g of 2,4-pentanedione. Yield 1.9 g, mp 158° C. Yields the product [N+](=O)([O-])C=1C=C(C=C(C1O)[N+](=O)[O-])C=C(C(C)=O)C(C)=O (3-[(3,5-Dinitro-4-hydroxyphenyl)methylene]-2,4-pentanedione). Reaction SMILES: [N+:1]([C:4]1[CH:5]=[C:6]([CH:9]=[C:10]([N+:13]([O-:15])=[O:14])[C:11]=1[OH:12])[CH:7]=O)([O-:3])=[O:2].[CH3:16][C:17](=[O:22])[CH2:18][C:19](=[O:21])[CH3:20]>>[N+:1]([C:4]1[CH:5]=[C:6]([CH:7]=[C:18]([C:17](=[O:22])[CH3:16])[C:19](=[O:21])[CH3:20])[CH:9]=[C:10]([N+:13]([O-:15])=[O:14])[C:11]=1[OH:12])([O-:3])=[O:2]. Reactants: COCC=O, CC(C)(C)OC(=O)C(Cl)Cl, C1CCOC1, O. Yields the product COCC1OC1(Cl)C(=O)OC(C)(C)C. Reaction SMILES: [CH3:1][O:2][CH2:3][CH:4]=[O:5].[Cl:6][CH:7]([C:8](=[O:9])[O:10][C:11]([CH3:12])([CH3:13])[CH3:14])[Cl:15].[O:17]1[CH2:18][CH2:19][CH2:20][CH2:21]1.[OH2:16]>>[CH3:1][O:2][CH2:3][CH:4]1[O:5][C:7]1([C:8](=[O:9])[O:10][C:11]([CH3:12])([CH3:13])[CH3:14])[Cl:15]. The reactants are COc1ccccc1COCCCOc1ccc(C2CCN(C(=O)OC(C)(C)C)CC2OCCOS(=O)(=O)c2ccc(C)cc2)cc1, COC(=O)NCCc1ccc(F)cc1O. The product is COC(=O)NCCc1ccc(F)cc1OCCOC1CN(C(=O)OC(C)(C)C)CCC1c1ccc(OCCCOCc2ccccc2OC)cc1. As a reaction SMILES: [CH3:1][O:2][c:3]1[c:4]([CH2:5][O:6][CH2:7][CH2:8][CH2:9][O:10][c:11]2[cH:12][cH:13][c:14]([CH:17]3[CH:18]([O:30][CH2:31][CH2:32][O:33][S:34]([c:35]4[cH:36][cH:37][c:38]([CH3:39])[cH:40][cH:41]4)(=[O:42])=[O:43])[CH2:19][N:20]([C:23](=[O:24])[O:25][C:26]([CH3:27])([CH3:28])[CH3:29])[CH2:21][CH2:22]3)[cH:15][cH:16]2)[cH:44][cH:45][cH:46][cH:47]1.[F:48][c:49]1[cH:50][c:51]([OH:62])[c:52]([CH2:55][CH2:56][NH:57][C:58]([O:59][CH3:60])=[O:61])[cH:53][cH:54]1>>[CH3:1][O:2][c:3]1[c:4]([CH2:5][O:6][CH2:7][CH2:8][CH2:9][O:10][c:11]2[cH:12][cH:13][c:14]([CH:17]3[CH:18]([O:30][CH2:31][CH2:32][O:62][c:51]4[cH:50][c:49]([F:48])[cH:54][cH:53][c:52]4[CH2:55][CH2:56][NH:57][C:58]([O:59][CH3:60])=[O:61])[CH2:19][N:20]([C:23](=[O:24])[O:25][C:26]([CH3:27])([CH3:28])[CH3:29])[CH2:21][CH2:22]3)[cH:15][cH:16]2)[cH:44][cH:45][cH:46][cH:47]1. Run in CCOC(=O)C (EtOAc), C1CCOC1 (THF), CO (MeOH). Procedure details: 1-o-Tolyl-1H-pyrazole-3-carboxylic acid ethyl ester (238 mg, 1.03 mmol) was dissolved in a mixture of THF (2.0 mL) and MeOH (2.0 mL). To this was added NaOH (20% aqueous, 1.0 mL). The reaction mixture was stirred for 2 h, and was then diluted with EtOAc and washed with 1M HCl. The aqueous layer was extracted with EtOAc and the combined organics were dried over Na2SO4, filtered and concentrated to give the product as a white solid (164 mg, 0.81 mmol, 79%). As a reaction SMILES: C([O:3][C:4]([C:6]1[CH:10]=[CH:9][N:8]([C:11]2[CH:16]=[CH:15][CH:14]=[CH:13][C:12]=2[CH3:17])[N:7]=1)=[O:5])C.[OH-].[Na+]>C1COCC1.CO.CCOC(C)=O>[C:12]1([CH3:17])[CH:13]=[CH:14][CH:15]=[CH:16][C:11]=1[N:8]1[CH:9]=[CH:10][C:6]([C:4]([OH:5])=[O:3])=[N:7]1 |f:1.2|. The product is C1(=C(C=CC=C1)N1N=C(C=C1)C(=O)O)C (1-o-tolyl-1H-pyrazole-3-carboxylic acid). Starting materials: C(C)OC(=O)C1=NN(C=C1)C1=C(C=CC=C1)C (1-o-Tolyl-1H-pyrazole-3-carboxylic acid ethyl ester), [OH-].[Na+] (NaOH). Run at time 2 hour. Yield: 78.6%. Reactants: azides, mixture, ClCCCS(=O)(=O)OCC([C@H](C(=O)OCCOC(=O)OCC)OCC1=CC=CC=C1)(C)C ((Ethoxycarbonyloxy)ethyl (2R)-4-[(3-chloropropyl)sulfonyloxy]-3,3-dimethyl-2-(phenylmethoxy)butanoate), CC(CO)([C@H](C=C)OCC1=CC=CC=C1)C ((3S)-2,2-Dimethyl-3-(phenylmethoxy)pent-4-en-1-ol), [N-]=[N+]=[N-].[Na+] (sodium azide). The solvent is CS(=O)C (dimethyl sulfoxide). The product is N(=[N+]=[N-])CCCS(=O)(=O)OCC([C@H](C(=O)OCCOC(=O)OCC)OCC1=CC=CC=C1)(C)C ((Ethoxycarbonyloxy)ethyl (2R)-4-[(3-azidopropyl)sulfonyloxy]-3,3-dimethyl-2-(phenylmethoxy)butanoate). Reaction SMILES: Cl[CH2:2][CH2:3][CH2:4][S:5]([O:8][CH2:9][C:10]([CH3:32])([CH3:31])[C@@H:11]([O:23][CH2:24][C:25]1[CH:30]=[CH:29][CH:28]=[CH:27][CH:26]=1)[C:12]([O:14][CH2:15][CH2:16][O:17][C:18]([O:20][CH2:21][CH3:22])=[O:19])=[O:13])(=[O:7])=[O:6].CC(C)([C@@H](OCC1C=CC=CC=1)C=C)CO.[N-:49]=[N+:50]=[N-:51].[Na+]>CS(C)=O>[N:49]([CH2:2][CH2:3][CH2:4][S:5]([O:8][CH2:9][C:10]([CH3:32])([CH3:31])[C@@H:11]([O:23][CH2:24][C:25]1[CH:30]=[CH:29][CH:28]=[CH:27][CH:26]=1)[C:12]([O:14][CH2:15][CH2:16][O:17][C:18]([O:20][CH2:21][CH3:22])=[O:19])=[O:13])(=[O:7])=[O:6])=[N+:50]=[N-:51] |f:2.3|. Reported procedure: Following the general procedure for the preparation of azides of Description 16, 11.0 g of a mixture of (ethoxycarbonyloxy)ethyl (2R)-4-[(3-chloropropyl)sulfonyloxy]-3,3-dimethyl-2-(phenylmethoxy)butanoate (32a) and (3R)-4,4-dimethyl-3-(phenylmethoxy)-3,4,5-trihydrofuran-2-one (1) dissolved in 100 mL of anhydrous dimethyl sulfoxide (DMSO) was reacted with 2.4 g (37 mmol) of sodium azide (NaN3). After work-up, the crude title compound (32b) was obtained and used in the next step without further p... Reactants: CCNCC, CCOCC, CC(C)Nc1nc(Cl)c(C#N)c(Cl)n1. Product: CCN(CC)c1nc(NC(C)C)nc(Cl)c1C#N. RXN SMILES: [CH2:15]([CH3:16])[NH:17][CH2:18][CH3:19].[CH3:20][CH2:21][O:22][CH2:23][CH3:24].[Cl:1][c:2]1[n:3][c:4]([NH:11][CH:12]([CH3:13])[CH3:14])[n:5][c:6]([Cl:10])[c:7]1[C:8]#[N:9]>>[c:2]1([N:17]([CH2:15][CH3:16])[CH2:18][CH3:19])[n:3][c:4]([NH:11][CH:12]([CH3:13])[CH3:14])[n:5][c:6]([Cl:10])[c:7]1[C:8]#[N:9].